Task: describe an organic reaction: reactants, conditions, products, and yield. Dataset: the Open Reaction Database (ORD), a public repository of structured organic reaction records Starting materials: Cc1ccc(Oc2ccc(Nc3ncnc4ccc(NC(=O)CCNC(=O)OC(C)(C)C)cc34)cc2C)cn1, NCCC(=O)Nc1ccc2ncnc(Nc3ccc(OCc4cccc(F)c4)c(Cl)c3)c2c1. Product: Nc1ccc2ncnc(Nc3ccc(OCc4cccc(F)c4)c(Cl)c3)c2c1. As a reaction SMILES: [C:34]([O:35][C:36](=[O:37])[NH:38][CH2:39][CH2:40][C:41](=[O:42])[NH:43][c:44]1[cH:45][c:46]2[c:47]([cH:48][cH:49]1)[n:50][cH:51][n:52][c:53]2[NH:54][c:55]1[cH:56][cH:57][c:58]([O:59][c:60]2[cH:61][n:62][c:63]([CH3:64])[cH:65][cH:66]2)[c:67]([CH3:68])[cH:69]1)([CH3:70])([CH3:71])[CH3:72].[NH2:1][CH2:2][CH2:3][C:4](=[O:5])[NH:6][c:7]1[cH:8][c:9]2[c:10]([NH:17][c:18]3[cH:19][c:20]([Cl:33])[c:21]([O:24][CH2:25][c:26]4[cH:27][c:28]([F:32])[cH:29][cH:30][cH:31]4)[cH:22][cH:23]3)[n:11][cH:12][n:13][c:14]2[cH:15][cH:16]1>>[NH2:6][c:7]1[cH:8][c:9]2[c:10]([NH:17][c:18]3[cH:19][c:20]([Cl:33])[c:21]([O:24][CH2:25][c:26]4[cH:27][c:28]([F:32])[cH:29][cH:30][cH:31]4)[cH:22][cH:23]3)[n:11][cH:12][n:13][c:14]2[cH:15][cH:16]1. Starting materials: Brc1ccc(C(=O)CBr)cc1, C#CCCCCC=O, Cc1cccc(C)n1. Reagents/catalysts: C1COCCN1, F[P](F)(F)(F)(F)F.CC(C)(C)C1=CC=[N@H]2C(=C1)C3=CC(=CC=[N@@H]3[Ir]2456c7cc(F)cc(F)c7C8=CC=C(C=[N]48)C(F)(F)F)C(C)(C)C.Fc9cc(F)c(C%10=[N]5C=C(C=C%10)C(F)(F)F)c6c9 ([Ir(dFCF3ppy)2(dtbbpy)]PF6). Run in CN(C)C=O, CN(C)C=O, CN(C)C=O, CN(C)C=O, CN(C)C=O. Run at temperature 22 celsius, time 8 hour. Yields the product C#CCCC[C@H](C=O)CC(=O)c1ccc(Br)cc1, C#CCCC[C@@H](C=O)CC(=O)c1ccc(Br)cc1, O=C[C@@H](CCCC1=CN(c2ccc(C(=O)OC[C@H](Cc3ccccc3)NC(=O)OCC3c4ccccc4-c4ccccc43)cc2)[N+]=[N-]1)CC(=O)c1ccc(Br)cc1, O=C[C@H](CCCC1=CN(c2ccc(C(=O)OC[C@H](Cc3ccccc3)NC(=O)OCC3c4ccccc4-c4ccccc43)cc2)[N+]=[N-]1)CC(=O)c1ccc(Br)cc1. Reaction SMILES: C#CCCCCC=O.Brc1ccc(C(=O)CBr)cc1>C1COCCN1.F[P](F)(F)(F)(F)F.CC(C)(C)C1=CC=[N@H]2C(=C1)C3=CC(=CC=[N@@H]3[Ir]2456c7cc(F)cc(F)c7C8=CC=C(C=[N]48)C(F)(F)F)C(C)(C)C.Fc9cc(F)c(C%10=[N]5C=C(C=C%10)C(F)(F)F)c6c9.CN(C)C=O.Cc1cccc(C)n1>C#CCCC[C@@H](C=O)CC(=O)c1ccc(Br)cc1.C#CCCC[C@H](C=O)CC(=O)c1ccc(Br)cc1. Starting materials: O=C([O-])[O-], COC(=O)c1cc(-c2ccc(Cl)cc2)c(-c2ccc(Cl)cc2Cl)[nH]c1=O, [Cs+], [Cs+], Fc1ccc(CBr)cc1F, CN(C)C=O, O. Product: COC(=O)c1cc(-c2ccc(Cl)cc2)c(-c2ccc(Cl)cc2Cl)nc1OCc1ccc(F)c(F)c1. RXN SMILES: [C:37](=[O:38])([O-:39])[O-:40].[Cl:1][c:2]1[c:3](-[c:9]2[c:10](-[c:20]3[cH:21][cH:22][c:23]([Cl:26])[cH:24][cH:25]3)[cH:11][c:12]([C:16](=[O:17])[O:18][CH3:19])[c:13](=[O:15])[nH:14]2)[cH:4][cH:5][c:6]([Cl:8])[cH:7]1.[Cs+:41].[Cs+:42].[F:27][c:28]1[cH:29][c:30]([CH2:31][Br:32])[cH:33][cH:34][c:35]1[F:36].[O:43]=[CH:44][N:45]([CH3:46])[CH3:47].[OH2:48]>>[Cl:1][c:2]1[c:3](-[c:9]2[c:10](-[c:20]3[cH:21][cH:22][c:23]([Cl:26])[cH:24][cH:25]3)[cH:11][c:12]([C:16](=[O:17])[O:18][CH3:19])[c:13]([O:15][CH2:31][c:30]3[cH:29][c:28]([F:27])[c:35]([F:36])[cH:34][cH:33]3)[n:14]2)[cH:4][cH:5][c:6]([Cl:8])[cH:7]1. Reactants: FC1=C(CN2N=CC=3C(=CC=CC23)N)C=CC(=C1)F (1-(2,4-difluorobenzyl)-1H-indazol-4-amine), N=1C=C(N2C1C=CC=C2)C(=O)O (imidazo[1,2-a]pyridine-3-carboxylic acid), O1C(CCCC1)CN1N=CC=2C(=CC=CC12)N (1-((tetrahydro-2H-pyran-2-yl)methyl)-1H-indazol-4-amine). Yields the product O1C(CCCC1)CN1N=CC2=C(C=CC=C12)NC(=O)C1=CN=C2N1C=CC=C2 (N-(1-((tetrahydro-2H-pyran-2-yl)methyl)-1H-indazol-4-yl)imidazo[1,2-a]pyridine-3-carboxamide). As a reaction SMILES: FC1C=C(F)C=CC=1CN1C2C=CC=C(N)C=2C=N1.[N:20]1[CH:21]=[C:22]([C:29]([OH:31])=O)[N:23]2[CH:28]=[CH:27][CH:26]=[CH:25][C:24]=12.[O:32]1[CH2:37][CH2:36][CH2:35][CH2:34][CH:33]1[CH2:38][N:39]1[C:47]2[CH:46]=[CH:45][CH:44]=[C:43]([NH2:48])[C:42]=2[CH:41]=[N:40]1>>[O:32]1[CH2:37][CH2:36][CH2:35][CH2:34][CH:33]1[CH2:38][N:39]1[C:47]2[C:42](=[C:43]([NH:48][C:29]([C:22]3[N:23]4[CH:28]=[CH:27][CH:26]=[CH:25][C:24]4=[N:20][CH:21]=3)=[O:31])[CH:44]=[CH:45][CH:46]=2)[CH:41]=[N:40]1. Reported procedure: Prepared according to the method of Example 109, replacing 7-(2-methoxyethoxy)imidazo[1,2-a]pyridine-3-carboxylic acid and 1-(2,4-difluorobenzyl)-1H-indazol-4-amine with imidazo[1,2-a]pyridine-3-carboxylic acid and 1-((tetrahydro-2H-pyran-2-yl)methyl)-1H-indazol-4-amine, respectively. MS (APCI) m/z=376 (M+H).